This data is from the Open Reaction Database (ORD), a public repository of structured organic reaction records. The task is: describe an organic reaction: reactants, conditions, products, and yield The reactants are [Al+3], CC(=O)NC1CCc2[nH]c3ccccc3c2C1, CCN, [H-], [H-], [H-], [H-], [Li+]. Yields the product CCNC1CCc2[nH]c3ccccc3c2C1. RXN SMILES: [Al+3:22].[C:4]([CH3:5])(=[O:6])[NH:7][CH:8]1[CH2:9][CH2:10][c:11]2[nH:12][c:13]3[cH:14][cH:15][cH:16][cH:17][c:18]3[c:19]2[CH2:20]1.[CH3:1][CH2:2][NH2:3].[H-:21].[H-:24].[H-:25].[H-:26].[Li+:23]>>[CH2:4]([CH3:5])[NH:7][CH:8]1[CH2:9][CH2:10][c:11]2[nH:12][c:13]3[cH:14][cH:15][cH:16][cH:17][c:18]3[c:19]2[CH2:20]1.